Dataset: the Open Reaction Database (ORD), a public repository of structured organic reaction records. Task: describe an organic reaction: reactants, conditions, products, and yield Reactants: CCCc1cc(-c2nc(CC)cs2)ccc1OCCOc1ccc2c(c1)CCC2CC(=O)OCC, C1CCOC1, [Li+], [OH-], O, O. Reaction SMILES: [CH2:1]([CH3:2])[c:3]1[n:4][c:5](-[c:8]2[cH:9][c:10]([CH2:33][CH2:34][CH3:35])[c:11]([O:12][CH2:13][CH2:14][O:15][c:16]3[cH:17][c:18]4[c:22]([cH:23][cH:24]3)[CH:21]([CH2:25][C:26](=[O:27])[O:28][CH2:29][CH3:30])[CH2:20][CH2:19]4)[cH:31][cH:32]2)[s:6][cH:7]1.[CH2:39]1[O:40][CH2:41][CH2:42][CH2:43]1.[Li+:37].[OH-:36].[OH2:38].[OH2:44]>>[CH2:1]([CH3:2])[c:3]1[n:4][c:5](-[c:8]2[cH:9][c:10]([CH2:33][CH2:34][CH3:35])[c:11]([O:12][CH2:13][CH2:14][O:15][c:16]3[cH:17][c:18]4[c:22]([cH:23][cH:24]3)[CH:21]([CH2:25][C:26](=[O:27])[OH:28])[CH2:20][CH2:19]4)[cH:31][cH:32]2)[s:6][cH:7]1. Yields the product CCCc1cc(-c2nc(CC)cs2)ccc1OCCOc1ccc2c(c1)CCC2CC(=O)O. The reactants are C(C)(=O)C=1OC2=C(C1)C=C(C=C2)C(C)(C)C (2-Acetyl-5-tert-butylbenzofuran), BrBr (bromine). The solvent is CCOCC (ether). Yields the product BrCC(=O)C=1OC2=C(C1)C=C(C=C2)C(C)(C)C (2-Bromoacetyl-5-tert-butylbenzofuran). Isolated yield 84.8%. RXN SMILES: [C:1]([C:4]1[O:5][C:6]2[CH:12]=[CH:11][C:10]([C:13]([CH3:16])([CH3:15])[CH3:14])=[CH:9][C:7]=2[CH:8]=1)(=[O:3])[CH3:2].[Br:17]Br>CCOCC>[Br:17][CH2:2][C:1]([C:4]1[O:5][C:6]2[CH:12]=[CH:11][C:10]([C:13]([CH3:16])([CH3:15])[CH3:14])=[CH:9][C:7]=2[CH:8]=1)=[O:3]. Procedure: 2-Acetyl-5-tert-butylbenzofuran (86.5 g) was dissolved in 800 ml of ether and, with stirring at room temperature, 63.9 g of bromine was dropped thereinto. When the crystals started to be separated, the reaction mixture was cooled with ice water. After completion of the dropping, the mixture was stirred for 30 minutes, the reaction mixture was poured into ice water and, until the crystals were dissolved, ethyl acetate was added thereto. The organic layer was washed with water for three times, dri... Reactants: CN1CCOCC1, COCCc1cc([N+](=O)[O-])ccc1S(=O)(=O)Cl, CC#N, Nc1ccc2c(c1)B(O)OC2. Yields the product COCCc1cc([N+](=O)[O-])ccc1S(=O)(=O)Nc1ccc2c(c1)B(O)OC2. As a reaction SMILES: [CH3:12][N:13]1[CH2:14][CH2:15][O:16][CH2:17][CH2:18]1.[CH3:19][O:20][CH2:21][CH2:22][c:23]1[c:24]([S:32](=[O:33])(=[O:34])[Cl:35])[cH:25][cH:26][c:27]([N+:29](=[O:30])[O-:31])[cH:28]1.[CH3:36][C:37]#[N:38].[NH2:1][c:2]1[cH:3][cH:4][c:5]2[c:6]([cH:11]1)[B:7]([OH:10])[O:8][CH2:9]2>>[NH:1]([c:2]1[cH:3][cH:4][c:5]2[c:6]([cH:11]1)[B:7]([OH:10])[O:8][CH2:9]2)[S:32]([c:24]1[c:23]([CH2:22][CH2:21][O:20][CH3:19])[cH:28][c:27]([N+:29](=[O:30])[O-:31])[cH:26][cH:25]1)(=[O:33])=[O:34]. The reactants are BrC1=CC=C(C=C1)C[C@@H](C(=O)O)NC(=O)C=1N=CC2=CC(=CC=C2C1)OC1=CC=C(C=C1)C(C)(C)C (3-(4-bromo-phenyl)-(2S)-{[7-(4-tert-butyl-phenoxy)-isoquinoline-3-carbonyl]-amino}-propionic acid), ClC=1C=C(C=CC1F)B(O)O (3-chloro-4-fluorophenylboronic acid), C1(=CC=CC=C1)C (toluene). Solvent: CCCCCC (hexane), C(C)(=O)OCC (ethyl acetate). Product: COC([C@H](CC1=CC=C(C=C1)C1=CC(=C(C=C1)F)Cl)NC(=O)C=1N=CC2=CC(=CC=C2C1)OC1=CC=C(C=C1)C(C)(C)C)=O ((2S)-{[7-(4-tert-Butyl-phenoxy)-isoquinoline-3-carbonyl]-amino}-3-(3′-chloro-4′-fluoro-biphenyl-4-yl)-propionic acid methyl ester). As a reaction SMILES: Br[C:2]1[CH:7]=[CH:6][C:5]([CH2:8][C@H:9]([NH:13][C:14]([C:16]2[N:17]=[CH:18][C:19]3[C:24]([CH:25]=2)=[CH:23][CH:22]=[C:21]([O:26][C:27]2[CH:32]=[CH:31][C:30]([C:33]([CH3:36])([CH3:35])[CH3:34])=[CH:29][CH:28]=2)[CH:20]=3)=[O:15])[C:10]([OH:12])=[O:11])=[CH:4][CH:3]=1.[Cl:37][C:38]1[CH:39]=[C:40](B(O)O)[CH:41]=[CH:42][C:43]=1[F:44].[C:48]1(C)C=CC=CC=1>CCCCCC.C(OCC)(=O)C>[CH3:48][O:12][C:10](=[O:11])[C@@H:9]([NH:13][C:14]([C:16]1[N:17]=[CH:18][C:19]2[C:24]([CH:25]=1)=[CH:23][CH:22]=[C:21]([O:26][C:27]1[CH:32]=[CH:31][C:30]([C:33]([CH3:36])([CH3:35])[CH3:34])=[CH:29][CH:28]=1)[CH:20]=2)=[O:15])[CH2:8][C:5]1[CH:6]=[CH:7][C:2]([C:40]2[CH:41]=[CH:42][C:43]([F:44])=[C:38]([Cl:37])[CH:39]=2)=[CH:3][CH:4]=1. Procedure details: 50 mg (0.089 mmol) of 3-(4-bromo-phenyl)-(2S)-{[7-(4-tert-butyl-phenoxy)-isoquinoline-3-carbonyl]-amino}-propionic acid was reacted with 31 mg (0.17 mmol) of 3-chloro-4-fluorophenylboronic acid in toluene as described in procedure D. Column chromatography using 8:2 hexane and ethyl acetate as an eluent gave 46 mg of title compound as a white solid. Starting materials: ( a ), ClC1=CC=C2C(C(=CN(C2=C1)CC)C(=O)O)=O (7-chloro-1,4-dihydro-1-ethyl-4-oxo-quinoline-3-carboxylic acid), ClC1=CC=C2C(C(=CN(C2=N1)CC)C(=O)O)=O (7-chloro-1,4-dihydro-1-ethyl-4-oxo-1,8-naphthyridine-3-carboxylic acid). The product is ClC1=CC=C2C(C(=CN(C2=N1)C=C)C(=O)O)=O (7-Chloro-1,4-dihydro-4-oxo-1-vinyl-1,8- naphthyridine-3-carboxylic acid). As a reaction SMILES: ClC1C=C2C(C(=O)C(C(O)=O)=CN2CC)=CC=1.[Cl:18][C:19]1[N:28]=[C:27]2[C:22]([C:23](=[O:34])[C:24]([C:31]([OH:33])=[O:32])=[CH:25][N:26]2[CH2:29][CH3:30])=[CH:21][CH:20]=1>>[Cl:18][C:19]1[N:28]=[C:27]2[C:22]([C:23](=[O:34])[C:24]([C:31]([OH:33])=[O:32])=[CH:25][N:26]2[CH:29]=[CH2:30])=[CH:21][CH:20]=1. Reported procedure: Two of the compounds of the formula (a) are known compounds; i.e., 7-chloro-1,4-dihydro-1-ethyl-4-oxo-quinoline-3-carboxylic acid and 7-chloro-1,4-dihydro-1-ethyl-4-oxo-1,8-naphthyridine-3-carboxylic acid.